From a dataset of the Open Reaction Database (ORD), a public repository of structured organic reaction records. describe an organic reaction: reactants, conditions, products, and yield Reactants: COC1=C(OC[C@@H]2OC(OC2)(C)C)C(=CC=C1)OC ((S)-4-((2,6-dimethoxyphenoxy)methyl)-2,2-dimethyl-1,3-dioxolane). The solvent is CO (methanol). Conditions: time 5 day. Product: COC1=C(OC[C@@H](CO)O)C(=CC=C1)OC ((R)-3-(2,6-Dimethoxyphenoxy)propane-1,2-diol). Isolated yield 91.3%. Reaction SMILES: [CH3:1][O:2][C:3]1[CH:17]=[CH:16][CH:15]=[C:14]([O:18][CH3:19])[C:4]=1[O:5][CH2:6][C@H:7]1[CH2:11][O:10]C(C)(C)[O:8]1>CO>[CH3:19][O:18][C:14]1[CH:15]=[CH:16][CH:17]=[C:3]([O:2][CH3:1])[C:4]=1[O:5][CH2:6][C@H:7]([OH:8])[CH2:11][OH:10]. Procedure: A mixture of (S)-4-((2,6-dimethoxyphenoxy)methyl)-2,2-dimethyl-1,3-dioxolane (2.91 g, 10.85 mmol) and Amberlyst 15® (1.60 g) in methanol (30 ml) were stirred for 5 d. The mixture was filtered and evaporated to dryness to give 2.26 g of the title compound. Starting materials: CN1C(=CC=N1)N, CC1=CN=C(N=C1C2=CN3C[C@H](N(C(=O)C3=N2)CC4=CC(=C(C=C4)F)F)COC)Cl. The reagents and catalysts are C(=O)([O-])[O-].[Cs+].[Cs+], C1=CC=C(C=C1)P(C2=CC=CC=C2)C3=C(C4=CC=CC=C4C=C3)C5=C(C=CC6=CC=CC=C65)P(C7=CC=CC=C7)C8=CC=CC=C8, CC(=O)O.CC(=O)O.[Pd]. Conditions: temperature 110 celsius. Product: CC(C)CN(C1=CC(=C(N=C1)C(=O)[C@H]2C[C@@H]2C(=O)O)OC)C3=C(C=CC(=C3)C(F)(F)F)F. Isolated yield 15.7%. Reported procedure: 18-mar-2014 17:15:52 +0100, blandar allt, add toluen, N2 flushar - rör 110 gC/ön/N2. Nästa em kl 16, fått svalna - LCMS ser bra ut, 17:49:27 - nu hydrolys/rt, klart efter 90 min ca, slår på 600 uL HoAc, evap. Till SSL, 24-mar-2014 190 mg åter från SSL.  ( 1 g CBA prekond MeOH, löser i några ml ACN, eluerar mha 2.5 överkolonn vol, späder med avjonat aq, lyoph ön)  HNMR OK  LCMS OK Reactants: CCO, CCOC(=O)c1cc([N+](=O)[O-])ccc1C, [H][H]. The product is CCOC(=O)c1cc(N)ccc1C. As a reaction SMILES: [CH3:18][CH2:19][OH:20].[CH3:1][c:2]1[c:3]([C:4](=[O:5])[O:6][CH2:7][CH3:8])[cH:9][c:10]([N+:13]([O-:14])=[O:15])[cH:11][cH:12]1.[H:16][H:17]>>[CH3:1][c:2]1[c:3]([C:4](=[O:5])[O:6][CH2:7][CH3:8])[cH:9][c:10]([NH2:13])[cH:11][cH:12]1. The reactants are C([O-])([O-])=O.[K+].[K+] (Potassium carbonate), ClC=1C=C(C(=O)OC)C=CN1 (methyl 2-chloroisonicotinate), ClC1=C(C=CC(=C1)Cl)B(O)O (2,4-dichlorophenylboronic acid), CO (MeOH). The reagents and catalysts are Cl[Pd]Cl (PdCl2). Solvent: O (water), C(Cl)Cl (DCM), two. Conditions: temperature 100 celsius. Yields the product ClC1=C(C=CC(=C1)Cl)C=1C=C(C(=O)OC)C=CN1 (Methyl 2-(2,4-dichlorophenyl)isonicotinate). The yield is 46.6%. RXN SMILES: C(=O)([O-])[O-].[K+].[K+].Cl[C:8]1[CH:9]=[C:10]([CH:15]=[CH:16][N:17]=1)[C:11]([O:13][CH3:14])=[O:12].[Cl:18][C:19]1[CH:24]=[C:23]([Cl:25])[CH:22]=[CH:21][C:20]=1B(O)O.CO>O.C(Cl)Cl.Cl[Pd]Cl>[Cl:18][C:19]1[CH:24]=[C:23]([Cl:25])[CH:22]=[CH:21][C:20]=1[C:8]1[CH:9]=[C:10]([CH:15]=[CH:16][N:17]=1)[C:11]([O:13][CH3:14])=[O:12] |f:0.1.2|. Reported procedure: Potassium carbonate (1.812 g, 13.11 mmol), methyl 2-chloroisonicotinate (3 g, 17.48 mmol), 2,4-dichlorophenylboronic acid (5.00 g, 26.23 mmol), PdCl2 (dppf) (0.380 g, 0.52 mmol), and MeOH (30.6 mL) were split in two 20 mL microwave vials and heated to 100° C. for 35 min in a single node microwave reactor. The reaction mixture was diluted with water and DCM, extracted with DCM and evaporated. Purified by automated flash chromatography using 5% EtOAc in heptane ->30% EtOAc over 15 CV at 280 nm. Me...